This data is from the Open Reaction Database (ORD), a public repository of structured organic reaction records. The task is: describe an organic reaction: reactants, conditions, products, and yield The reactants are COC(C1=CC(=CC=C1)O[C@@H](C)C(=O)OC(C)(C)C)=O (3-((S)-1-tert-butoxycarbonyl-ethoxy)-benzoic acid methyl ester), FC(C(=O)O)(F)F (trifluoroacetic acid). Solvent: C(Cl)Cl (methylene chloride), O (water). Reaction conditions: time 8 hour. Product: COC(C1=CC(=CC=C1)O[C@@H](C)C(=O)O)=O (3-((S)-1-carboxy-ethoxy)-benzoic acid methyl ester). Isolated yield 62.6%. As a reaction SMILES: [CH3:1][O:2][C:3](=[O:20])[C:4]1[CH:9]=[CH:8][CH:7]=[C:6]([O:10][C@H:11]([C:13]([O:15]C(C)(C)C)=[O:14])[CH3:12])[CH:5]=1.FC(F)(F)C(O)=O>C(Cl)Cl.O>[CH3:1][O:2][C:3](=[O:20])[C:4]1[CH:9]=[CH:8][CH:7]=[C:6]([O:10][C@H:11]([C:13]([OH:15])=[O:14])[CH3:12])[CH:5]=1. Reported procedure: Cool a solution of 3-((S)-1-tert-butoxycarbonyl-ethoxy)-benzoic acid methyl ester (0.80 g, 2.85 mmol) in methylene chloride (10 mL) to 0° C. and add trifluoroacetic acid (0.98 g 8.60 mmol). Warm the mixture to room temperature and stir overnight. Dilute the mixture with water and extract with methylene chloride. Concentrate the combined organic phase under reduced pressure and purify the residue by trituration with hexanes and methylene chloride to provide 0.40 g of 3-((S)-1-carboxy-ethoxy)-benz... The reactants are CC#N, CCN(C(C)C)C(C)C, O=C(Cl)c1ccc(Cl)cc1, Cl, Cc1nc2cccc(CN)c2c(=O)n1C1CCC(=O)NC1=O. Product: Cc1nc2cccc(CNC(=O)c3ccc(Cl)cc3)c2c(=O)n1C1CCC(=O)NC1=O. Reaction SMILES: [CH3:43][C:44]#[N:45].[CH:34]([N:35]([CH2:36][CH3:37])[CH:38]([CH3:39])[CH3:40])([CH3:41])[CH3:42].[Cl:24][c:25]1[cH:26][cH:27][c:28]([C:29](=[O:30])[Cl:31])[cH:32][cH:33]1.[ClH:1].[NH2:2][CH2:3][c:4]1[c:5]2[c:6](=[O:23])[n:7]([CH:15]3[C:16](=[O:22])[NH:17][C:18](=[O:21])[CH2:19][CH2:20]3)[c:8]([CH3:14])[n:9][c:10]2[cH:11][cH:12][cH:13]1>>[NH:2]([CH2:3][c:4]1[c:5]2[c:6](=[O:23])[n:7]([CH:15]3[C:16](=[O:22])[NH:17][C:18](=[O:21])[CH2:19][CH2:20]3)[c:8]([CH3:14])[n:9][c:10]2[cH:11][cH:12][cH:13]1)[C:29]([c:28]1[cH:27][cH:26][c:25]([Cl:24])[cH:33][cH:32]1)=[O:30]. The reactants are C(#N)CCN(CCC#N)CCCCCCCCCCCC (N,N-bis(2-cyanoethyl)dodecylamine), [H][H] (hydrogen), [H][H] (hydrogen). Run in O1CCOCC1 (1,4-dioxane). The product is NCCCN(CCCN)CCCCCCCCCCCC (N,N-bis(3-aminopropyl)dodecylamine). Isolated yield 103.7%. As a reaction SMILES: [C:1]([CH2:3][CH2:4][N:5]([CH2:10][CH2:11][CH2:12][CH2:13][CH2:14][CH2:15][CH2:16][CH2:17][CH2:18][CH2:19][CH2:20][CH3:21])[CH2:6][CH2:7][C:8]#[N:9])#[N:2].[H][H]>O1CCOCC1>[NH2:2][CH2:1][CH2:3][CH2:4][N:5]([CH2:10][CH2:11][CH2:12][CH2:13][CH2:14][CH2:15][CH2:16][CH2:17][CH2:18][CH2:19][CH2:20][CH3:21])[CH2:6][CH2:7][CH2:8][NH2:9]. Reported procedure: 19.7 g of N,N-bis(2-cyanoethyl)dodecylamine, 1.97 g of RaneyCo, 80 ml of 1,4-dioxane was charged to an autoclave, and hydrogen addition reaction was carried out by supplying hydrogen at an initial pressure of 8.2 MPa at 120° C. for 2 hours. After removing a catalyst by filtration, the obtained filtrate was concentrated and dried to obtain 21.0 g of a target compound as pale red oily product. The same procedure was carried out to obtain a total amount of 40.8 g of the target compound as a pale re... Reactants: [Na] (sodium), C1=CC=CC2=CC=CC=C12 (naphthalene), O (water). Run in COCCOC (1,2-dimethoxy ethane). Reaction conditions: temperature 20 celsius, time 2.5 hour. Yields the product C1=CC=CC2=CC=CC=C12.[Na] (sodium naphthalene), amine. RXN SMILES: [Na:1].[CH:2]1[C:11]2[C:6](=[CH:7][CH:8]=[CH:9][CH:10]=2)[CH:5]=[CH:4][CH:3]=1.O>COCCOC>[CH:10]1[C:11]2[C:6](=[CH:5][CH:4]=[CH:3][CH:2]=2)[CH:7]=[CH:8][CH:9]=1.[Na:1] |f:4.5,^1:0,28|. Reported procedure: A sodium naphthalene solution in 1,2-dimethoxy ethane (3 L) was prepared from sodium (39 g) and naphthalene (236 g) at 25°-35° C. during 2 hours. Solid d-2-methyl-3-toluene-p-sulfonyl-1,2,4,5-tetrahydro-3H,3-benzazepinne (90 g) was added during 20 minutes at 22°-26° C. with a cooling bath in place. The reaction was stirred for 2.5 hours at room temperature (about 20° C.). The reaction mixture was decomposed by adding water (50 ml) at 15°-20° C. and evaporating the solvent. The residue was dissol... The reactants are COCCCOc1cc(C(=O)N(CC2CN(C(=O)OC(C)(C)C)CC2C=O)C(C)C)ccc1C, CCOC(C)=O, CO, NC1CC1. Reaction SMILES: [C:1]([CH3:2])([CH3:3])([CH3:4])[O:5][C:6](=[O:7])[N:8]1[CH2:9][CH:10]([CH2:15][N:16]([CH:17]([CH3:18])[CH3:19])[C:20]([c:21]2[cH:22][c:23]([O:28][CH2:29][CH2:30][CH2:31][O:32][CH3:33])[c:24]([CH3:27])[cH:25][cH:26]2)=[O:34])[CH:11]([CH:13]=[O:14])[CH2:12]1.[CH3:39][CH2:40][O:41][C:42]([CH3:43])=[O:44].[CH3:45][OH:46].[CH:35]1([NH2:38])[CH2:36][CH2:37]1>>[C:1]([CH3:2])([CH3:3])([CH3:4])[O:5][C:6](=[O:7])[N:8]1[CH2:9][CH:10]([CH2:15][N:16]([CH:17]([CH3:18])[CH3:19])[C:20]([c:21]2[cH:22][c:23]([O:28][CH2:29][CH2:30][CH2:31][O:32][CH3:33])[c:24]([CH3:27])[cH:25][cH:26]2)=[O:34])[CH:11]([CH2:13][NH:38][CH:35]2[CH2:36][CH2:37]2)[CH2:12]1. Yields the product COCCCOc1cc(C(=O)N(CC2CN(C(=O)OC(C)(C)C)CC2CNC2CC2)C(C)C)ccc1C.